This data is from the Open Reaction Database (ORD), a public repository of structured organic reaction records. The task is: describe an organic reaction: reactants, conditions, products, and yield Starting materials: BrCC(=O)Br (bromoacetyl bromide), ice water, [Cl-].[Al+3].[Cl-].[Cl-] (aluminium chloride), C(#N)C1=CC=C(C=C1)C1=CC=CC=C1 (4-cyanobiphenyl). Run in ClCCl (dichloromethane), ClCCl (dichloromethane). Reaction conditions: time 8 hour. The product is BrCC(=O)C1=CC=C(C=C1)C1=CC=C(C=C1)C#N (4′-(2-Bromoacetyl)[1,1′-biphenyl]-4-carbonitrile). As a reaction SMILES: [Cl-].[Al+3].[Cl-].[Cl-].[Br:5][CH2:6][C:7](Br)=[O:8].[C:10]([C:12]1[CH:17]=[CH:16][C:15]([C:18]2[CH:23]=[CH:22][CH:21]=[CH:20][CH:19]=2)=[CH:14][CH:13]=1)#[N:11]>ClCCl>[Br:5][CH2:6][C:7]([C:21]1[CH:20]=[CH:19][C:18]([C:15]2[CH:14]=[CH:13][C:12]([C:10]#[N:11])=[CH:17][CH:16]=2)=[CH:23][CH:22]=1)=[O:8] |f:0.1.2.3|. Procedure: 4.68 g aluminium chloride (35.15 mmol) are dissolved in 45 ml dichloromethane and treated dropwise with 3.38 g (16.74 mmol) bromoacetyl bromide at 0° C. After 30 min 3 g (16.74 mmol) 4-cyanobiphenyl, dissolved in 15 ml dichloromethane, are added dropwise. The reaction mixture is stirred overnight at ambient temperature, added to ice-water and extracted 2 times with dichloromethane. The organic phase is washed with water and brine, dried and evaporated. The residue is triturated with petrol ether... Starting materials: ClC1=CC=C(C=C1)C1=C(C(=NN1C1=C(C=C(C=C1)Cl)Cl)C(=O)NNC(C(C)(C)C)=O)SC (5-(4-chlorophenyl)-1-(2,4-dichlorophenyl)-4-(methylthio)-N′-pivaloyl-1H-pyrazole-3-carbohydrazide), COC=1C=CC(=CC1)P2(=S)SP(=S)(S2)C=3C=CC(=CC3)OC (Lawesson's reagent). The solvent is C1CCOC1 (THF). The product is C(C)(C)(C)C=1SC(=NN1)C1=NN(C(=C1SC)C1=CC=C(C=C1)Cl)C1=C(C=C(C=C1)Cl)Cl (2-tert-butyl-5-(5-(4-chlorophenyl)-1-(2,4-dichlorophenyl)-4-(methylthio)-1H-pyrazol-3-yl)-1,3,4-thiadiazole). The yield is 77.9%. RXN SMILES: [Cl:1][C:2]1[CH:7]=[CH:6][C:5]([C:8]2[N:12]([C:13]3[CH:18]=[CH:17][C:16]([Cl:19])=[CH:15][C:14]=3[Cl:20])[N:11]=[C:10]([C:21]([NH:23][NH:24][C:25](=O)[C:26]([CH3:29])([CH3:28])[CH3:27])=O)[C:9]=2[S:31][CH3:32])=[CH:4][CH:3]=1.COC1C=CC(P2(SP(C3C=CC(OC)=CC=3)(=S)S2)=[S:42])=CC=1>C1COCC1>[C:26]([C:25]1[S:42][C:21]([C:10]2[C:9]([S:31][CH3:32])=[C:8]([C:5]3[CH:6]=[CH:7][C:2]([Cl:1])=[CH:3][CH:4]=3)[N:12]([C:13]3[CH:18]=[CH:17][C:16]([Cl:19])=[CH:15][C:14]=3[Cl:20])[N:11]=2)=[N:23][N:24]=1)([CH3:29])([CH3:28])[CH3:27]. Reported procedure: To a solution of hydrazide (9) (70 mg, 0.136 mmol) and Lawesson's reagent (137 mg, 0.339 mmol) in THF (5 mL) was irradiated in a microwave reactor (Biotage Initiator™) for 50 minutes at 155° C. The organic extract was dried over anhydrous MgSO4, filtered, and concentrated in vacuo. The residue was subjected to silica gel column chromatography (eluent: hexane/EtOAc=4/1) to obtain 54 mg (78%) of the title compound as a solid. Procedure: by hydrogenation of ethyl 4-(aminoethyl)-phenylacetate hydrochloride in the presence of ruthenium dioxide in ethanol. Yield 90% of theory; hydrochloride m.p. 108°-110° C. Yields the product NCCC1CCC(CC1)CC(=O)OCC (ethyl 4-(2-aminoethyl)-Cyclohexyl-acetate). Isolated yield 90.0%. Reagents/catalysts: [Ru](=O)=O (ruthenium dioxide). Starting materials: Cl.NCCC1=CC=C(C=C1)CC(=O)OCC (ethyl 4-(aminoethyl)-phenylacetate hydrochloride), Cl (hydrochloride). Reaction SMILES: Cl.[NH2:2][CH2:3][CH2:4][C:5]1[CH:10]=[CH:9][C:8]([CH2:11][C:12]([O:14][CH2:15][CH3:16])=[O:13])=[CH:7][CH:6]=1.Cl>C(O)C.[Ru](=O)=O>[NH2:2][CH2:3][CH2:4][CH:5]1[CH2:10][CH2:9][CH:8]([CH2:11][C:12]([O:14][CH2:15][CH3:16])=[O:13])[CH2:7][CH2:6]1 |f:0.1|. Solvent: C(C)O (ethanol). Reactants: Cn1c(CNc2ccc(C(=N)N)cc2)nc2cc(C(C)(NCC(=O)O)C(=O)N3CCCC3)ccc21, CO, CCOC(C)=O, Cl. Product: Cn1c(CNc2ccc(C(=N)N)cc2)nc2cc(C(C)(NCC(=O)O)C(=O)N3CCCC3)ccc21, Cl. RXN SMILES: [C:1]([NH2:2])(=[NH:3])[c:4]1[cH:5][cH:6][c:7]([NH:10][CH2:11][c:12]2[n:13][c:14]3[c:15]([n:16]2[CH3:17])[cH:18][cH:19][c:20]([C:22]([CH3:23])([C:24](=[O:25])[N:26]2[CH2:27][CH2:28][CH2:29][CH2:30]2)[NH:31][CH2:32][C:33](=[O:34])[OH:35])[cH:21]3)[cH:8][cH:9]1.[CH3:37][OH:38].[CH3:39][CH2:40][O:41][C:42](=[O:43])[CH3:44].[ClH:36]>>[C:1](=[NH:2])([NH2:3])[c:4]1[cH:5][cH:6][c:7]([NH:10][CH2:11][c:12]2[n:13][c:14]3[c:15]([n:16]2[CH3:17])[cH:18][cH:19][c:20]([C:22]([CH3:23])([C:24](=[O:25])[N:26]2[CH2:27][CH2:28][CH2:29][CH2:30]2)[NH:31][CH2:32][C:33](=[O:34])[OH:35])[cH:21]3)[cH:8][cH:9]1.[ClH:36]. Product: ClC1=C(C=CC=C1Cl)N1CCN(CC1)CCN (4-(2,3-dichlorophenyl)-1-piperazineethaneamine). Reported procedure: A solution of 4-(2,3-dichlorophenyl)-1-piperazine-acetonitrile (5.45 g, 0.0202 mol) in dry tetrahydrofuran (50 mL) is added dropwise to a suspension of lithium aluminum hydride (LiAIH4) (0.84 g, 0.210 mol) in dry tetrahydrofuran (50 mL) at 0° C. The suspension is stirred at 0° C. for 3 hours, followed by dropwise addition of 2N sodium hydroxide (NaOH). The mixture is filtered through Celite and concentrated in vacuo to give 5.7 g of the title compound as a yellow oil. As a reaction SMILES: [Cl:1][C:2]1[C:7]([Cl:8])=[CH:6][CH:5]=[CH:4][C:3]=1[N:9]1[CH2:14][CH2:13][N:12]([CH2:15][C:16]#[N:17])[CH2:11][CH2:10]1.[H-].[Al+3].[Li+].[H-].[H-].[H-].[OH-].[Na+]>O1CCCC1>[Cl:1][C:2]1[C:7]([Cl:8])=[CH:6][CH:5]=[CH:4][C:3]=1[N:9]1[CH2:10][CH2:11][N:12]([CH2:15][CH2:16][NH2:17])[CH2:13][CH2:14]1 |f:1.2.3.4.5.6,7.8|. The reactants are [OH-].[Na+] (sodium hydroxide), ClC1=C(C=CC=C1Cl)N1CCN(CC1)CC#N (4-(2,3-dichlorophenyl)-1-piperazine-acetonitrile), [H-].[Al+3].[Li+].[H-].[H-].[H-] (lithium aluminum hydride). Solvent: O1CCCC1 (tetrahydrofuran), O1CCCC1 (tetrahydrofuran). Conditions: temperature 0 celsius, time 3 hour. Yield: 102.9%.